describe an organic reaction: reactants, conditions, products, and yield From a dataset of the Open Reaction Database (ORD), a public repository of structured organic reaction records. The reactants are O=C(n1ccnc1)n1ccnc1, CS(=O)(=O)O, NCc1ccc2c(c1)CN(C1CCC(=O)NC1=O)C2=O, O=C(O)c1ccc(N2CCOCC2)cc1, CN(C)C=O, O. Yields the product O=C1CCC(N2Cc3cc(CNC(=O)c4ccc(N5CCOCC5)cc4)ccc3C2=O)C(=O)N1. RXN SMILES: [C:16]([n:17]1[cH:18][cH:19][n:20][cH:21]1)([n:22]1[cH:23][cH:24][n:25][cH:26]1)=[O:27].[CH3:28][S:29]([OH:30])(=[O:31])=[O:32].[NH2:33][CH2:34][c:35]1[cH:36][c:37]2[c:41]([cH:42][cH:43]1)[C:40](=[O:44])[N:39]([CH:45]1[C:46](=[O:52])[NH:47][C:48](=[O:51])[CH2:49][CH2:50]1)[CH2:38]2.[O:1]1[CH2:2][CH2:3][N:4]([c:7]2[cH:8][cH:9][c:10]([C:11](=[O:12])[OH:13])[cH:14][cH:15]2)[CH2:5][CH2:6]1.[O:54]=[CH:55][N:56]([CH3:57])[CH3:58].[OH2:53]>>[O:1]1[CH2:2][CH2:3][N:4]([c:7]2[cH:8][cH:9][c:10]([C:11](=[O:13])[NH:33][CH2:34][c:35]3[cH:36][c:37]4[c:41]([cH:42][cH:43]3)[C:40](=[O:44])[N:39]([CH:45]3[C:46](=[O:52])[NH:47][C:48](=[O:51])[CH2:49][CH2:50]3)[CH2:38]4)[cH:14][cH:15]2)[CH2:5][CH2:6]1. Starting materials: CC(C)OC(=O)C1=C(C2=C(N(C3=CC=C(C=C23)OCC2=CC=CC=C2)CC(=O)N(CCC2=CC=CC=C2)C)C=N1)COC (6-benzyloxy-4-methoxymethyl-9-{2-[N-methyl-N-(2-phenylethyl)-amino]-2-oxoethyl}-9H-pyrido[3,4-b]indole-3-carboxylic acid-(1-methylethyl)-ester), [OH-].[Na+] (sodium hydroxide), Cl (hydrochloric acid). The solvent is CO (methanol). The product is C(C1=CC=CC=C1)OC=1C=C2C3=C(N(C2=CC1)CC(=O)N(CCC1=CC=CC=C1)C)C=NC(=C3COC)C(=O)O (6-benzyloxy-4-methoxymethyl-9-{2-[N-methyl-N-(2-phenylethyl)-amino]-2-oxoethyl}-9H-pyrido[3,4-b]indole-3-carboxylic acid). Isolated yield 76.7%. Reaction SMILES: CC([O:4][C:5]([C:7]1[N:40]=[CH:39][C:10]2[N:11]([CH2:26][C:27]([N:29]([CH3:38])[CH2:30][CH2:31][C:32]3[CH:37]=[CH:36][CH:35]=[CH:34][CH:33]=3)=[O:28])[C:12]3[C:17]([C:9]=2[C:8]=1[CH2:41][O:42][CH3:43])=[CH:16][C:15]([O:18][CH2:19][C:20]1[CH:25]=[CH:24][CH:23]=[CH:22][CH:21]=1)=[CH:14][CH:13]=3)=[O:6])C.[OH-].[Na+].Cl>CO>[CH2:19]([O:18][C:15]1[CH:16]=[C:17]2[C:12](=[CH:13][CH:14]=1)[N:11]([CH2:26][C:27]([N:29]([CH3:38])[CH2:30][CH2:31][C:32]1[CH:33]=[CH:34][CH:35]=[CH:36][CH:37]=1)=[O:28])[C:10]1[CH:39]=[N:40][C:7]([C:5]([OH:6])=[O:4])=[C:8]([CH2:41][O:42][CH3:43])[C:9]2=1)[C:20]1[CH:25]=[CH:24][CH:23]=[CH:22][CH:21]=1 |f:1.2|. Procedure: 211 mg of 6-benzyloxy-4-methoxymethyl-9-{2-[N-methyl-N-(2-phenylethyl)-amino]-2-oxoethyl}-9H-pyrido[3,4-b]indole-3-carboxylic acid-(1-methylethyl)-ester is mixed in 1 ml of methanol with 0.5 ml of aqueous 2N sodium hydroxide solution and held at 40° C. until the reaction is completed. Then, the reaction mixture is acidified with dilute hydrochloric acid, the precipitated yellow reaction product is suctioned off, washed with water and diethyl ether and dried in a vacuum. 150 mg of 6-benzyloxy-4-m... Starting materials: COC(=O)c1ccc(C(=O)Nc2nn(Cc3ccc(OC(F)F)cc3)c3ccccc23)cc1, Cl, C1CCOC1, [OH-], O. The product is O=C(O)c1ccc(C(=O)Nc2nn(Cc3ccc(OC(F)F)cc3)c3ccccc23)cc1. As a reaction SMILES: [CH3:2][O:3][C:4]([c:5]1[cH:6][cH:7][c:8]([C:9](=[O:10])[NH:11][c:12]2[n:13][n:14]([CH2:21][c:22]3[cH:23][cH:24][c:25]([O:28][CH:29]([F:30])[F:31])[cH:26][cH:27]3)[c:15]3[cH:16][cH:17][cH:18][cH:19][c:20]23)[cH:32][cH:33]1)=[O:34].[ClH:35].[O:37]1[CH2:38][CH2:39][CH2:40][CH2:41]1.[OH-:1].[OH2:36]>>[O:3]=[C:4]([c:5]1[cH:6][cH:7][c:8]([C:9](=[O:10])[NH:11][c:12]2[n:13][n:14]([CH2:21][c:22]3[cH:23][cH:24][c:25]([O:28][CH:29]([F:30])[F:31])[cH:26][cH:27]3)[c:15]3[cH:16][cH:17][cH:18][cH:19][c:20]23)[cH:32][cH:33]1)[OH:34]. RXN SMILES: [CH3:22][C:23](=[O:24])[OH:25].[Cl:27][Cu:28][Cl:29].[ClH:1].[F:2][c:3]1[cH:4][cH:5][c:6]([S:10](=[O:11])(=[O:12])[CH3:13])[c:7]([NH2:9])[cH:8]1.[Na+:14].[O-:15][N+:16](=[O:17])[O-:18].[O:19]=[S:20]=[O:21].[OH2:26]>>[Cl:1][S:20]([c:7]1[c:6]([S:10](=[O:11])(=[O:12])[CH3:13])[cH:5][cH:4][c:3]([F:2])[cH:8]1)(=[O:19])=[O:21]. The product is CS(=O)(=O)c1ccc(F)cc1S(=O)(=O)Cl. Starting materials: CC(=O)O, Cl[Cu]Cl, Cl, CS(=O)(=O)c1ccc(F)cc1N, [Na+], O=[N+]([O-])[O-], O=S=O, O.